From a dataset of the Open Reaction Database (ORD), a public repository of structured organic reaction records. describe an organic reaction: reactants, conditions, products, and yield The reactants are ice water, [H-].[Na+] (sodium hydride), FC1C(NC2=C(C(=N1)C1=C(C=CC=C1)F)C=C(C=C2)Br)=O (3-fluoro-7-bromo-5-(2-fluorophenyl)-1,3-dihydro-2H-1,4-benzodiazepin-2-one), CI (methyl iodide). The solvent is O1CCCC1 (tetrahydrofuran), O1CCCC1 (tetrahydrofuran). Run at time 3 hour. Yields the product FC1C(N(C2=C(C(=N1)C1=C(C=CC=C1)F)C=C(C=C2)Br)C)=O (3-Fluoro-7-bromo-5-(2-fluorophenyl)-1,3-dihydro-1-methyl-2H-1,4-benzodiazepin-2-one). Isolated yield 50.0%. As a reaction SMILES: [H-].[Na+].[F:3][CH:4]1[N:10]=[C:9]([C:11]2[CH:16]=[CH:15][CH:14]=[CH:13][C:12]=2[F:17])[C:8]2[CH:18]=[C:19]([Br:22])[CH:20]=[CH:21][C:7]=2[NH:6][C:5]1=[O:23].[CH3:24]I>O1CCCC1>[F:3][CH:4]1[N:10]=[C:9]([C:11]2[CH:16]=[CH:15][CH:14]=[CH:13][C:12]=2[F:17])[C:8]2[CH:18]=[C:19]([Br:22])[CH:20]=[CH:21][C:7]=2[N:6]([CH3:24])[C:5]1=[O:23] |f:0.1|. Procedure: A slurry of 0.17 g (0.007 mole) of sodium hydride in 10 ml of tetrahydrofuran was added to a solution of 1.8 g (0.005 mole) of 3-fluoro-7-bromo-5-(2-fluorophenyl)-1,3-dihydro-2H-1,4-benzodiazepin-2-one and 10 ml methyl iodide in 100 ml tetrahydrofuran. The reaction mixture was stirred for 3 hr at 25° and then poured into 300 ml ice water. The aqueous mixture was extracted with methylene chloride, and the extracts were dried (MgSO4) and then evaporated to dryness under reduced pressure. The resid... Starting materials: solid, Cl.Cl.Cl.O1COC2=C1C=CC=C2N2CCN(CC2)CC[C@@H]2CC[C@H](CC2)N (Trans-4-[2-(4-Benzo[1,3]dioxol-4-yl-piperazin-1-yl)-ethyl]-cyclohexylamine trihydrochloride), Cl.Cl.Cl.O1COC2=C1C=CC=C2N2CCN(CC2)CC[C@@H]2CC[C@H](CC2)N (Trans-4-[2-(4-Benzo[1,3]dioxol-4-yl-piperazin-1-yl)-ethyl]-cyclohexylamine trihydrochloride), OC1(CCCCC1)CC(=O)O (2-(1-hydroxycyclohexyl)acetic acid). Product: O1COC2=C1C=CC=C2N2CCN(CC2)CC[C@@H]2CC[C@H](CC2)NC(CC2(CCCCC2)O)=O (Trans-N-{4-[2-(4-Benzo[1,3]dioxol-4-yl-piperazin-1-yl)-ethyl]-cyclohexyl}-2-(1-hydroxy-cyclohexyl)-acetamide). Reaction SMILES: Cl.Cl.Cl.[O:4]1[C:8]2[CH:9]=[CH:10][CH:11]=[C:12]([N:13]3[CH2:18][CH2:17][N:16]([CH2:19][CH2:20][C@H:21]4[CH2:26][CH2:25][C@H:24]([NH2:27])[CH2:23][CH2:22]4)[CH2:15][CH2:14]3)[C:7]=2[O:6][CH2:5]1.[OH:28][C:29]1([CH2:35][C:36](O)=[O:37])[CH2:34][CH2:33][CH2:32][CH2:31][CH2:30]1>>[O:4]1[C:8]2[CH:9]=[CH:10][CH:11]=[C:12]([N:13]3[CH2:18][CH2:17][N:16]([CH2:19][CH2:20][C@H:21]4[CH2:26][CH2:25][C@H:24]([NH:27][C:36](=[O:37])[CH2:35][C:29]5([OH:28])[CH2:34][CH2:33][CH2:32][CH2:31][CH2:30]5)[CH2:23][CH2:22]4)[CH2:15][CH2:14]3)[C:7]=2[O:6][CH2:5]1 |f:0.1.2.3|. Reported procedure: The title compound, off-white solid (13.4 mg, 40%), MS (ISP) m/z=472.5 [(M+H)+], was prepared in accordance with the general method of example 1 from Trans-4-[2-(4-Benzo[1,3]dioxol-4-yl-piperazin-1-yl)-ethyl]-cyclohexylamine hydrochloride (Intermediate A) (25.8 mg, 0.070 mmol) and 2-(1-hydroxycyclohexyl)acetic acid. Reactants: FC1=C(C(=CC(=C1)COC)F)C1=C(C=CC(=N1)C(=O)OC)F (methyl 6-[2,6-difluoro-4-(methoxymethyl)phenyl]-5-fluoropyridine-2-carboxylate), C1CCOC1 (THF), [OH-].[Na+] (NaOH). Solvent: CO (MeOH). The product is FC1=C(C(=CC(=C1)COC)F)C1=C(C=CC(=N1)C(=O)O)F (6-[2,6-Difluoro-4-(methoxymethyl)phenyl]-5-fluoropyridine-2-carboxylic acid). Isolated yield 98.2%. As a reaction SMILES: [F:1][C:2]1[CH:7]=[C:6]([CH2:8][O:9][CH3:10])[CH:5]=[C:4]([F:11])[C:3]=1[C:12]1[N:17]=[C:16]([C:18]([O:20]C)=[O:19])[CH:15]=[CH:14][C:13]=1[F:22].C1COCC1.[OH-].[Na+]>CO>[F:1][C:2]1[CH:7]=[C:6]([CH2:8][O:9][CH3:10])[CH:5]=[C:4]([F:11])[C:3]=1[C:12]1[N:17]=[C:16]([C:18]([OH:20])=[O:19])[CH:15]=[CH:14][C:13]=1[F:22] |f:2.3|. Procedure details: The methyl 6-[2,6-difluoro-4-(methoxymethyl)phenyl]-5-fluoropyridine-2-carboxylate was treated with THF (2 mL), MeOH (2 mL) and 1.0 M aq. NaOH (2 mL, 2 mmol) at room temperature for 1 h. The volatile solvents were removed under reduced pressure. The residue was neutralized to pH around 5-6 with 1N HCl. The solids that precipitated were collected by filtration, rinsed with water, and dried to give the sub-title compound as a white solid (374 mg, 98.2%). LCMS calc. for C14H11F3NO3 (M+H)+ m/z=298.1... The reactants are ClC=1C=C(C=CC1OC)CCC(=O)C1CCCC1 (3-(3-Chloro-4-methoxy-phenyl)-1-cyclopentyl-propan-1-one), COC(C(C(=O)C)Cl)=O (Methyl-2-chloroacetoacetate), [H-].[Na+] (NaH), [Li]CCCC (n-BuLi). The solvent is C1CCOC1 (THF), C1CCOC1 (THF). Reaction conditions: temperature -40 celsius, time 30 minute. Yields the product COC(C(C(CC(CCC1=CC(=C(C=C1)OC)Cl)(O)C1CCCC1)=O)Cl)=O (2-Chloro-7-(3-chloro-4-methoxy-phenyl)-5-cyclopentyl-5-hydroxy-3-oxo-heptanoic acid methyl ester). RXN SMILES: [CH3:1][O:2][C:3](=[O:9])[CH:4]([Cl:8])[C:5]([CH3:7])=[O:6].[H-].[Na+].[Li]CCCC.[Cl:17][C:18]1[CH:19]=[C:20]([CH2:26][CH2:27][C:28]([CH:30]2[CH2:34][CH2:33][CH2:32][CH2:31]2)=[O:29])[CH:21]=[CH:22][C:23]=1[O:24][CH3:25]>C1COCC1>[CH3:1][O:2][C:3](=[O:9])[CH:4]([Cl:8])[C:5](=[O:6])[CH2:7][C:28]([CH:30]1[CH2:34][CH2:33][CH2:32][CH2:31]1)([OH:29])[CH2:27][CH2:26][C:20]1[CH:21]=[CH:22][C:23]([O:24][CH3:25])=[C:18]([Cl:17])[CH:19]=1 |f:1.2|. Procedure: Methyl-2-chloroacetoacetate (2.5 g, 16.9 mmol) was added to a cooled 0° C. suspension of NaH (0.68 g, 16.9 mmol, 60% dispersion in mineral oil) in THF (30 ml). After 15 min the solution was cooled to −40° C. and n-BuLi (10.6 mL, 16.9 mmol, 1.6M in hexanes) was added. The resulting dianion was stirred for an additional 30 min and then treated with a solution of 3-(3-Chloro-4-methoxy-phenyl)-1-cyclopentyl-propan-1-one (1.5 g, 5.6 mmol, prepared from Heck route) in THF (10 ml). After stirring for 1... The reactants are C1(CCCCC1)N=C=NC1CCCCC1 (N,N'-dicyclohexyl-carbodiimide), CC=1N=NSC1C(=O)O (4-methyl-[1,2,3]thiadiazol-5-carboxylic acid), C(CC1=CC=CC=C1)N (phenethylamine). The reagents and catalysts are CN(C1=CC=NC=C1)C (4-dimethylamino-pyridine). Solvent: ClCCl (dichlormethane). Reaction conditions: temperature 5 celsius. Yields the product C(CC1=CC=CC=C1)NC(=O)C1=C(N=NS1)C (4-methyl-[1,2,3]thiadiazole-5-carboxylic acid phenethylamide). Yield: 94.6%. As a reaction SMILES: [CH3:1][C:2]1[N:3]=[N:4][S:5][C:6]=1[C:7]([OH:9])=O.C1(N=C=NC2CCCCC2)CCCCC1.[CH2:25]([NH2:33])[CH2:26][C:27]1[CH:32]=[CH:31][CH:30]=[CH:29][CH:28]=1>ClCCl.CN(C)C1C=CN=CC=1>[CH2:25]([NH:33][C:7]([C:6]1[S:5][N:4]=[N:3][C:2]=1[CH3:1])=[O:9])[CH2:26][C:27]1[CH:32]=[CH:31][CH:30]=[CH:29][CH:28]=1. Procedure: A suspension of 9.65 g of 4-methyl-[1,2,3]thiadiazol-5-carboxylic acid in 70 ml of dichlormethane was cooled to 5° C. while stirring, treated with 0.15 g of 4-dimethylamino-pyridine and subsequently with 13.8 g of N,N'-dicyclohexyl-carbodiimide at such a rate that the internal temperature <10° C. could be maintained. After completion of the addition, the mixture was cooled to 5° C. and 8.92 g of phenethylamine were added at such a rate that the internal temperature of <37° C. could be maintained... The reactants are CC(C)(C)OC(=O)NCCc1cccc(C#N)c1, ClCCl, O=C(O)C(F)(F)F. Yields the product N#Cc1cccc(CCN)c1. Reaction SMILES: [C:1](#[N:2])[c:3]1[cH:4][c:5]([CH2:9][CH2:10][NH:11][C:12](=[O:13])[O:14][C:15]([CH3:16])([CH3:17])[CH3:18])[cH:6][cH:7][cH:8]1.[Cl:26][CH2:27][Cl:28].[F:19][C:20]([F:21])([F:22])[C:23]([OH:24])=[O:25]>>[C:1](#[N:2])[c:3]1[cH:4][c:5]([CH2:9][CH2:10][NH2:11])[cH:6][cH:7][cH:8]1. Reactants: [H-].[Na+] (Sodium hydride), C1C(CC2=CC=CC=C12)O (indan-2-ol), C(C)(C)(C)OC(=O)N1[C@@H](CCC1)COS(=O)(=O)C ((S)-2-Methanesulfonyloxymethyl-pyrrolidine-1-carboxylic acid tert-butyl ester). Run in CN(C)C=O (N,N′-dimethylformamide), CN(C)C=O (DMF). Conditions: temperature 0 celsius, time 30 minute. Product: C(C)(C)(C)OC(=O)N1[C@@H](CCC1)COC1CC2=CC=CC=C2C1 ((S)-2-(Indan-2-yloxymethyl)-pyrrolidine-1-carboxylic acid tert-butyl ester). Isolated yield 17.5%. Reaction SMILES: [H-].[Na+].[CH2:3]1[C:11]2[C:6](=[CH:7][CH:8]=[CH:9][CH:10]=2)[CH2:5][CH:4]1[OH:12].[C:13]([O:17][C:18]([N:20]1[CH2:24][CH2:23][CH2:22][C@H:21]1[CH2:25]OS(C)(=O)=O)=[O:19])([CH3:16])([CH3:15])[CH3:14]>CN(C=O)C>[C:13]([O:17][C:18]([N:20]1[CH2:24][CH2:23][CH2:22][C@H:21]1[CH2:25][O:12][CH:4]1[CH2:5][C:6]2[C:11](=[CH:10][CH:9]=[CH:8][CH:7]=2)[CH2:3]1)=[O:19])([CH3:16])([CH3:14])[CH3:15] |f:0.1|. Procedure: Sodium hydride (60%) (0.6 g, 14.4 mmol) is added to a flame dried flask charged with indan-2-ol (0.965 g, 7.2 mmol) and N,N′-dimethylformamide (DMF) (20 mL), cooled to 0° C. under N2 and stirred for 30 minutes. A solution of (S)-2-Methanesulfonyloxymethyl-pyrrolidine-1-carboxylic acid tert-butyl ester (P) (1 g, 3.6 mmol) in DMF (5 mL) is added dropwise to the reaction mixture in such a manner as to maintain 0° C. The reaction is stirred at 60° C. for one hour, cooled to 0° C., quenched with brin... Reactants: CI, CCOC(C)=O, CN(C)C=O, [H-], O=C1Nc2cccc3cccc1c23, [Na+], O. Product: CN1C(=O)c2cccc3cccc1c23. Reaction SMILES: [CH3:16][I:17].[CH3:18][CH2:19][O:20][C:21](=[O:22])[CH3:23].[CH3:24][N:25]([CH3:26])[CH:27]=[O:28].[H-:14].[NH:1]1[C:2](=[O:13])[c:3]2[c:4]3[c:5]([cH:6][cH:7][cH:8][c:9]31)[cH:10][cH:11][cH:12]2.[Na+:15].[OH2:29]>>[N:1]1([CH3:18])[C:2](=[O:13])[c:3]2[c:4]3[c:5]([cH:6][cH:7][cH:8][c:9]31)[cH:10][cH:11][cH:12]2.